This data is from the Open Reaction Database (ORD), a public repository of structured organic reaction records. The task is: describe an organic reaction: reactants, conditions, products, and yield Reactants: CN(C)CCC/C(=C/CC/C(=C/CC(C(=O)O)C(=O)O)/C)/C (dimethylaminoethylgeranylmalonic acid), monocarboxylic acid. Run in CCCCCCCCCC (n-decane), hydrocarbon. Yields the product CN(C)CCC/C(=C/CC/C(=C/CCC(=O)O)/C)/C (dimethylaminoethylgeranylacetic acid). Yield: 105.5%. RXN SMILES: [CH3:1][N:2]([CH2:4][CH2:5][CH2:6]/[C:7](/[CH3:22])=[CH:8]/[CH2:9][CH2:10]/[C:11](/[CH3:21])=[CH:12]/[CH2:13][CH:14](C(O)=O)[C:15]([OH:17])=[O:16])[CH3:3]>CCCCCCCCCC>[CH3:1][N:2]([CH2:4][CH2:5][CH2:6]/[C:7](/[CH3:22])=[CH:8]/[CH2:9][CH2:10]/[C:11](/[CH3:21])=[CH:12]/[CH2:13][CH2:14][C:15]([OH:17])=[O:16])[CH3:3]. Procedure details: To a boiling mixture of 6.2 g of sodium and 80 ml of xylene, with stirring are added gradually 80.2 g of geranylmalonic ester; the mixture is heated for one hour until all of the sodium is dissolved and then 29-32 g of dimethylaminoethyl chloride (in a solvent or without it) are added at a rate that ensures slight boiling of the reaction mixture. The reaction mixture is then heated with stirring so that the solvent boils until the reaction of a sample to phenolphthalein is neutral. After the mix...